This data is from the Open Reaction Database (ORD), a public repository of structured organic reaction records. The task is: describe an organic reaction: reactants, conditions, products, and yield The yield is 19.0%. The reagents and catalysts are [Pt] (Platinum black). Reported procedure: Platinum black (19.5 mg, 0.100 mmol) and 1-octanol (1.6 ml, 10 mmol) were mixed and stirred at 90° C. for 10 minutes. A 30% aqueous hydrogen peroxide solution (1.3 ml, 12 mmol) was gradually added dropwise to the mixed solution, followed by stirring at 90° C. for 5 hours, and then the reaction solution was cooled to room temperature. As a result of measurement by GLC, it was found that 1-octanal was obtained in yield of 18%, and 1-octanoic acid was obtained in yield of 19%. As a reaction SMILES: [CH2:1]([OH:9])[CH2:2][CH2:3][CH2:4][CH2:5][CH2:6][CH2:7][CH3:8].OO.C(=[O:20])CCCCCCC>[Pt]>[C:1]([OH:20])(=[O:9])[CH2:2][CH2:3][CH2:4][CH2:5][CH2:6][CH2:7][CH3:8]. The reactants are C(CCCCCCC)O (1-octanol), OO (hydrogen peroxide), C(CCCCCCC)=O (1-octanal). Product: C(CCCCCCC)(=O)O (1-octanoic acid). Reaction conditions: temperature 90 celsius, time 10 minute. Reactants: CC(C)(C)OC(=O)CNC(=O)C1=C(O)c2cc(Cl)ccc2C2(CCC2)C1=O, O=C(O)C(F)(F)F, O. The product is O=C(O)CNC(=O)C1=C(O)c2cc(Cl)ccc2C2(CCC2)C1=O. As a reaction SMILES: [Cl:1][c:2]1[cH:3][c:4]2[c:12]([cH:13][cH:14]1)[C:8]1([C:7](=[O:15])[C:6]([C:16](=[O:17])[NH:18][CH2:19][C:20](=[O:21])[O:22][C:23]([CH3:24])([CH3:25])[CH3:26])=[C:5]2[OH:27])[CH2:9][CH2:10][CH2:11]1.[F:28][C:29]([F:30])([F:31])[C:32]([OH:33])=[O:34].[OH2:35]>>[Cl:1][c:2]1[cH:3][c:4]2[c:12]([cH:13][cH:14]1)[C:8]1([C:7](=[O:15])[C:6]([C:16](=[O:17])[NH:18][CH2:19][C:20](=[O:21])[OH:22])=[C:5]2[OH:27])[CH2:9][CH2:10][CH2:11]1. Reactants: O=C([O-])[O-], CCC1(COC(=O)c2ccccc2)OCCCO1, CO, [K+], [K+], [Na+], C1CCOC1, [OH-], O. Product: CCC1(CO)OCCCO1. RXN SMILES: [C:19](=[O:20])([O-:21])[O-:22].[C:1](=[O:2])([c:3]1[cH:4][cH:5][cH:6][cH:7][cH:8]1)[O:9][CH2:10][C:11]1([CH2:17][CH3:18])[O:12][CH2:13][CH2:14][CH2:15][O:16]1.[CH3:32][OH:33].[K+:23].[K+:24].[Na+:31].[O:25]1[CH2:26][CH2:27][CH2:28][CH2:29]1.[OH-:30].[OH2:34]>>[OH:9][CH2:10][C:11]1([CH2:17][CH3:18])[O:12][CH2:13][CH2:14][CH2:15][O:16]1. The reactants are N#CCBr, COc1ccc(C(NCCCOc2ccccc2Cc2ccccc2)c2ccc(OC)cc2)cc1. Product: COc1ccc(C(c2ccc(OC)cc2)N(CC#N)CCCOc2ccccc2Cc2ccccc2)cc1. RXN SMILES: [Br:36][CH2:37][C:38]#[N:39].[CH2:1]([c:2]1[cH:3][cH:4][cH:5][cH:6][cH:7]1)[c:8]1[c:9]([O:10][CH2:11][CH2:12][CH2:13][NH:14][CH:15]([c:16]2[cH:17][cH:18][c:19]([O:22][CH3:23])[cH:20][cH:21]2)[c:24]2[cH:25][cH:26][c:27]([O:30][CH3:31])[cH:28][cH:29]2)[cH:32][cH:33][cH:34][cH:35]1>>[CH2:1]([c:2]1[cH:3][cH:4][cH:5][cH:6][cH:7]1)[c:8]1[c:9]([O:10][CH2:11][CH2:12][CH2:13][N:14]([CH:15]([c:16]2[cH:17][cH:18][c:19]([O:22][CH3:23])[cH:20][cH:21]2)[c:24]2[cH:25][cH:26][c:27]([O:30][CH3:31])[cH:28][cH:29]2)[CH2:37][C:38]#[N:39])[cH:32][cH:33][cH:34][cH:35]1. Reactants: N([C@@H](CC1=CC=CC=C1)C(=O)OCC1=CC=CC=C1)C(=O)OCC1=CC=CC=C1 (Z-L-Phe-OBn), N[C@@H](C)C(=O)N (L-Ala-NH2), N([C@@H](CC1=CC=CC=C1)C(=O)OCC1=CC=CC=C1)C(=O)OCC1=CC=CC=C1 (Z-L-Phe-OBn), NCC(=O)N (Gly-NH2). Run at time 24 hour. Yields the product N([C@@H](CC1=CC=CC=C1)C(=O)N[C@@H](C)C(=O)N)C(=O)OCC1=CC=CC=C1 (Z-L-Phe-Ala-NH2). Reaction SMILES: [NH2:1][C@H:2]([C:4]([NH2:6])=[O:5])[CH3:3].[NH:7]([C:26]([O:28][CH2:29][C:30]1[CH:35]=[CH:34][CH:33]=[CH:32][CH:31]=1)=[O:27])[C@H:8]([C:16]([O:18]CC1C=CC=CC=1)=O)[CH2:9][C:10]1[CH:15]=[CH:14][CH:13]=[CH:12][CH:11]=1.NCC(N)=O>>[NH:7]([C:26]([O:28][CH2:29][C:30]1[CH:31]=[CH:32][CH:33]=[CH:34][CH:35]=1)=[O:27])[C@H:8]([C:16]([NH:1][C@H:2]([C:4]([NH2:6])=[O:5])[CH3:3])=[O:18])[CH2:9][C:10]1[CH:11]=[CH:12][CH:13]=[CH:14][CH:15]=1. Procedure: In all cases, the reaction of L-Ala-NH2 (6) with Z-L-Phe-OBn (1) was slower than Gly-NH2 (5) with Z-L-Phe-OBn (1). Further, after 24 hours, Z-L-Phe-Ala-NH2 (11) was obtained in moderate yield (33-57%) using WT, S166C—SCH2C6H5, —SCH2C6F5, and —SCH2(p-COOH—C6H4) as the catalysts. However, Z-L-Phe-Ala-NH2 (11) was obtained in 88% yield in the case of S166C—SCH2CH2NH3+. Unlike S166C—SCH2CH2NH3+, the use of M222C—SCH2CH2NH3+ did not improve the yield of the dipeptide product as compared to the WT-cat... The reactants are CC(=O)OC1C(C)OC(n2c(Br)nc3c(Br)c(Cl)c(Cl)cc32)C1OC(C)=O, CC(=O)O, CC(=O)OC(C)=O, CCOC(C)=O, O, O=S(=O)(O)O. The product is CC(=O)OC1OC(C)C(OC(C)=O)C1OC(C)=O. As a reaction SMILES: [Br:1][c:2]1[n:3]([CH:7]2[CH:8]([O:9][C:10]([CH3:11])=[O:12])[CH:13]([O:14][C:15]([CH3:16])=[O:17])[CH:18]([CH3:20])[O:19]2)[c:4]2[cH:5][c:6]([Cl:21])[c:22]([Cl:23])[c:24]([Br:25])[c:26]2[n:27]1.[CH3:34][C:35]([OH:36])=[O:37].[CH3:38][C:39]([O:40][C:41](=[O:42])[CH3:43])=[O:44].[CH3:45][CH2:46][O:47][C:48](=[O:49])[CH3:50].[OH2:33].[S:28](=[O:29])(=[O:30])([OH:31])[OH:32]>>[CH:7]1([O:37][C:35]([CH3:34])=[O:36])[CH:8]([O:9][C:10]([CH3:11])=[O:12])[CH:13]([O:14][C:15]([CH3:16])=[O:17])[CH:18]([CH3:20])[O:19]1.